Dataset: the Open Reaction Database (ORD), a public repository of structured organic reaction records. Task: describe an organic reaction: reactants, conditions, products, and yield Reactants: C[N+]1([O-])CCOCC1, CCC[N+](CCC)(CCC)CCC, ClCCl, O=[N+]([O-])OCC(CCCCO)O[N+](=O)[O-], O=[Ru](=O)(=O)[O-], O. Product: O=CCCCC(CO[N+](=O)[O-])O[N+](=O)[O-]. RXN SMILES: [CH3:19][N+:20]1([O-:21])[CH2:22][CH2:23][O:24][CH2:25][CH2:26]1.[CH3:32][CH2:33][CH2:34][N+:35]([CH2:36][CH2:37][CH3:38])([CH2:39][CH2:40][CH3:41])[CH2:42][CH2:43][CH3:44].[Cl:1][CH2:2][Cl:3].[N+:4](=[O:5])([O:6][CH2:7][CH:8]([CH2:9][CH2:10][CH2:11][CH2:12][OH:13])[O:14][N+:15](=[O:16])[O-:17])[O-:18].[O-:27][Ru:28](=[O:29])(=[O:30])=[O:31].[OH2:45]>>[N+:4](=[O:5])([O:6][CH2:7][CH:8]([CH2:9][CH2:10][CH2:11][CH:12]=[O:13])[O:14][N+:15](=[O:16])[O-:17])[O-:18]. The reactants are Cl.Cl.OC(CNC(CN(C)C(C1=CC=CC=C1)C1=CC=CC=C1)(C)C)COC1=CC=C(C=C1)OCC1=CC=CC=C1 (2-[2-hydroxy-3-(4-phenylmethoxyphenoxy)-propylamino]-2-methyl-N-diphenylmethyl-N-methyl-propylamine dihydrochloride), Cl (hydrochloric acid). Run in C(C)O (ethyl alcohol). Product: Cl.Cl.OC(CNC(CN(C)C(C1=CC=CC=C1)C1=CC=CC=C1)(C)C)COC1=CC=C(C=C1)O (2-[2-hydroxy-3-(4-hydroxyphenoxyl)-propylamino]-2-methyl-N-diphenylmethyl-N-methyl-propylamine dihydrochloride). Reaction SMILES: [ClH:1].Cl.[OH:3][CH:4]([CH2:26][O:27][C:28]1[CH:33]=[CH:32][C:31]([O:34]CC2C=CC=CC=2)=[CH:30][CH:29]=1)[CH2:5][NH:6][C:7]([CH3:25])([CH3:24])[CH2:8][N:9]([CH:11]([C:18]1[CH:23]=[CH:22][CH:21]=[CH:20][CH:19]=1)[C:12]1[CH:17]=[CH:16][CH:15]=[CH:14][CH:13]=1)[CH3:10].Cl>C(O)C>[ClH:1].[ClH:1].[OH:3][CH:4]([CH2:26][O:27][C:28]1[CH:29]=[CH:30][C:31]([OH:34])=[CH:32][CH:33]=1)[CH2:5][NH:6][C:7]([CH3:25])([CH3:24])[CH2:8][N:9]([CH:11]([C:12]1[CH:13]=[CH:14][CH:15]=[CH:16][CH:17]=1)[C:18]1[CH:23]=[CH:22][CH:21]=[CH:20][CH:19]=1)[CH3:10] |f:0.1.2,5.6.7|. Reported procedure: A solution of b 2-[2-hydroxy-3-(4-phenylmethoxyphenoxy)-propylamino]-2-methyl-N-diphenylmethyl-N-methyl-propylamine dihydrochloride (5 g; 0.0084 mol), prepared as described in Example 10, in ethyl alcohol saturated with hydrochloric acid (50 ml) is refluxed for 6 hours. Starting materials: COC1=C(C(=O)Cl)C(=CC=C1)OC (2,6-dimethoxybenzoyl chloride), NC=1SC(=NN1)C(C)(C)COC(COC(C)=O)=O (2-amino-5-[(2-acetoxy-1-acetoxymethyl)-1-methylethyl]-1,3,4-thiadiazole). Run in CCCCC (pentane), C1(=CC=CC=C1)C (toluene). Yields the product COC1=C(C(=O)N)C(=CC=C1)OC (2,6-dimethoxybenzamide). Yield: 3.0%. RXN SMILES: [CH3:1][O:2][C:3]1[CH:11]=[CH:10][CH:9]=[C:8]([O:12][CH3:13])[C:4]=1[C:5](Cl)=[O:6].[NH2:14]C1SC(C(COC(=O)COC(=O)C)(C)C)=NN=1>C1(C)C=CC=CC=1.CCCCC>[CH3:1][O:2][C:3]1[CH:11]=[CH:10][CH:9]=[C:8]([O:12][CH3:13])[C:4]=1[C:5]([NH2:14])=[O:6]. Procedure: A solution of 300 mg of 2,6-dimethoxybenzoyl chloride in 20 ml of toluene containing 300 mg of 2-amino-5-[(2-acetoxy-1-acetoxymethyl)-1-methylethyl]-1,3,4-thiadiazole was heated at reflux for eighteen hours. The reaction mixture was cooled to room temperature and diluted with pentane. A solid precipitate which formed was collected by filtration and air dried to give N-[5-(2-acetoxy-1-acetoxymethyl)-1-methylethyl)-1,3,4-thiadiazol-2-yl]-2,6-dimethoxybenzamide in 3% yield. Starting materials: N1C(NCCC1)=O (tetrahydro-2-pyrimidone), BrC1=C2C=CC=NC2=C(C(=N1)C(=O)NCC1=CC=C(C=C1)F)O (5-bromo-N-(4-fluorobenzyl)-8-hydroxy-1,6-naphthyridine-7-carboxamide), Cu2O, Cu2O. Run in N1=CC=CC=C1 (pyridine). Product: FC1=CC=C(CNC(=O)C2=NC(=C3C=CC=NC3=C2O)N2C(NCCC2)=O)C=C1 (N-(4-fluorobenzyl)-8-hydroxy-5-(2-oxotetrahydropyrimidin-1(2H)-yl)-1,6-naphthyridine-7-carboxamide). RXN SMILES: [NH:1]1[CH2:6][CH2:5][CH2:4][NH:3][C:2]1=[O:7].Br[C:9]1[N:18]=[C:17]([C:19]([NH:21][CH2:22][C:23]2[CH:28]=[CH:27][C:26]([F:29])=[CH:25][CH:24]=2)=[O:20])[C:16]([OH:30])=[C:15]2[C:10]=1[CH:11]=[CH:12][CH:13]=[N:14]2>N1C=CC=CC=1>[F:29][C:26]1[CH:25]=[CH:24][C:23]([CH2:22][NH:21][C:19]([C:17]2[C:16]([OH:30])=[C:15]3[C:10]([CH:11]=[CH:12][CH:13]=[N:14]3)=[C:9]([N:1]3[CH2:6][CH2:5][CH2:4][NH:3][C:2]3=[O:7])[N:18]=2)=[O:20])=[CH:28][CH:27]=1. Procedure: To a mixture of tetrahydro-2-pyrimidone (0.040 g, 0.4 mmol), 5-bromo-N-(4-fluorobenzyl)-8-hydroxy-1,6-naphthyridine-7-carboxamide (0.050 g, 0.13 mmol), and Cu2O (0.0095 g, 0.07 mmol) under an atmosphere of argon was added pyridine (1.0 mL) and the suspension was stirred at reflux for 16 hr. Cu2O (0.005 g, 0.04 mmol) was added and the reaction heated at 115 C for a further 16 hr. The reaction was allowed to cool to room temperature and the solvent evaporated in vacuo. The residue was treated with... Procedure: In reaction scheme 1, the ketone is first reacted with ethyl chloroacetate under the conditions of the Darzens reaction in the presence of a strong base, for example potassium tertiary butoxide in tertiary butanol. The resulting stable oxirane intermediate is then saponified with base to give an unstable intermediate acid which rearranges, with loss of carbon dioxide, to form an α-cyclopropyl-phenyl acetaldehyde. This aldehyde is subsequently oxidised with a reagent known to be suitable for oxid... Reaction SMILES: ClCC([O:5][CH2:6][CH3:7])=O.[CH3:8][C:9]([CH3:12])([O-])C.[K+].O1[CH2:16][CH2:15]1.[C:17](=O)=O.[C:20](O)([CH3:23])([CH3:22])C>>[CH:12]1([CH:7]([C:16]2[CH:15]=[CH:23][CH:20]=[CH:22][CH:17]=2)[CH:6]=[O:5])[CH2:9][CH2:8]1 |f:1.2|. The product is C1(CC1)C(C=O)C1=CC=CC=C1 (α-cyclopropyl-phenyl acetaldehyde). Starting materials: ketone, O1CC1 (oxirane), C(=O)=O (carbon dioxide), ClCC(=O)OCC (ethyl chloroacetate), CC(C)([O-])C.[K+] (potassium tertiary butoxide), C(C)(C)(C)O (tertiary butanol). The reactants are CC(=O)NN, CCO, Cl, COc1ccc2c(c1)CC(C)OC2(O)c1ccc([N+](=O)[O-])cc1. The product is COc1ccc(C(=NNC(C)=O)c2ccc([N+](=O)[O-])cc2)c(CC(C)O)c1. As a reaction SMILES: [C:24]([CH3:25])(=[O:26])[NH:27][NH2:28].[CH3:30][CH2:31][OH:32].[ClH:29].[OH:1][C:2]1([c:15]2[cH:16][cH:17][c:18]([N+:21](=[O:22])[O-:23])[cH:19][cH:20]2)[O:3][CH:4]([CH3:14])[CH2:5][c:6]2[cH:7][c:8]([O:12][CH3:13])[cH:9][cH:10][c:11]21>>[C:2]([c:11]1[c:6]([CH2:5][CH:4]([OH:3])[CH3:14])[cH:7][c:8]([O:12][CH3:13])[cH:9][cH:10]1)([c:15]1[cH:16][cH:17][c:18]([N+:21](=[O:22])[O-:23])[cH:19][cH:20]1)=[N:28][NH:27][C:24]([CH3:25])=[O:26]. Reaction SMILES: [CH2:1]([c:2]1[cH:3][cH:4][cH:5][cH:6][cH:7]1)[CH:8]1[CH2:9][CH2:10][C:11](=[O:14])[CH2:12][CH2:13]1.[CH3:19][NH:20][CH3:21].[CH3:22][OH:23].[CH3:24][NH:25][CH3:26].[ClH:18].[K:15][C:16]#[N:17]>>[CH2:1]([c:2]1[cH:3][cH:4][cH:5][cH:6][cH:7]1)[CH:8]1[CH2:9][CH2:10][C:11]([C:16]#[N:17])([N:20]([CH3:19])[CH3:21])[CH2:12][CH2:13]1.[ClH:18]. The reactants are O=C1CCC(Cc2ccccc2)CC1, CNC, CO, CNC, Cl, N#C[K]. Yields the product CN(C)C1(C#N)CCC(Cc2ccccc2)CC1, Cl. Starting materials: [Cr](=O)(=O)([O-])O[Cr](=O)(=O)[O-].[NH+]1=CC=CC=C1.[NH+]1=CC=CC=C1 (pyridinium dichromate), [Cr](=O)(=O)([O-])O[Cr](=O)(=O)[O-].[NH+]1=CC=CC=C1.[NH+]1=CC=CC=C1 (pyridinium dichromate), [Si](C)(C)(C(C)(C)C)OC1CCCCC(CCCC1)O (6-tert-butyldimethylsilyloxy-1-cyclodecanol), C(C)(C)(C)C1CCCCC(CCCC1)(O)O[SiH](C)C (6-(Tert-butyl)dimethylsilyloxy-1-cyclodecanol), CCOCC (ether). Solvent: ClCCl (dichloromethane). Yields the product C(C)(C)(C)C1CCCC(C(CCCC1)=O)O[SiH](C)C (6-(Tert-butyl)dimethylsilyloxy-1-cyclodecanone). As a reaction SMILES: [Cr](O[Cr]([O-])(=O)=O)([O-])(=O)=O.[NH+]1C=CC=CC=1.[NH+]1C=CC=CC=1.[Si:22]([O:29]C1CCCCC(O)CCCC1)(C(C)(C)C)([CH3:24])[CH3:23].[C:41]([CH:45]1[CH2:54][CH2:53][CH2:52][CH2:51][C:50]([O:56][SiH](C)C)(O)[CH2:49][CH2:48][CH2:47][CH2:46]1)([CH3:44])([CH3:43])[CH3:42].CCOCC>ClCCl>[C:41]([CH:45]1[CH2:46][CH2:47][CH2:48][CH2:49][C:50](=[O:56])[CH:51]([O:29][SiH:22]([CH3:24])[CH3:23])[CH2:52][CH2:53][CH2:54]1)([CH3:42])([CH3:43])[CH3:44] |f:0.1.2|. Reported procedure: 1.5 g of pyridinium dichromate was dissolved in 30 ml of dichloromethane, to the solution was added 0.77 g of 6-tert-butyldimethylsilyloxy-1-cyclodecanol prepared in above-described (a). The mixture was stirred at room temperature for one and a half hours. Then, another 2.5 g of pyridinium dichromate was added to the reaction solution and the reaction solution was stirred at room temperature for further three hours. To the reaction solution was added 50 ml of ether, followed by purifying by colu...